From a dataset of the Open Reaction Database (ORD), a public repository of structured organic reaction records. describe an organic reaction: reactants, conditions, products, and yield Starting materials: COC1=CC=C2[C@@H]([C@@H](COC2=C1)C1=CC(=CC=C1)OC)C1=CC=C(C=C1)OCCN1CCCC1 ((±)-cis-7-methoxy-3-(3-methoxyphenyl)-4-(4-(2-pyrrolidinoethoxy)phenyl)-chromane), Cl.N1=CC=CC=C1 (pyridine hydrochloride). Yields the product OC1=CC=C2[C@@H]([C@@H](COC2=C1)C1=CC(=CC=C1)O)C1=CC=C(C=C1)OCCN1CCCC1 ((±)-cis-7-hydroxy-3-(3-hydroxyphenyl)-4-(4-(2-pyrrolidinoethoxy)-phenyl)chromane). As a reaction SMILES: C[O:2][C:3]1[CH:12]=[C:11]2[C:6]([C@H:7]([C:21]3[CH:26]=[CH:25][C:24]([O:27][CH2:28][CH2:29][N:30]4[CH2:34][CH2:33][CH2:32][CH2:31]4)=[CH:23][CH:22]=3)[C@H:8]([C:13]3[CH:18]=[CH:17][CH:16]=[C:15]([O:19]C)[CH:14]=3)[CH2:9][O:10]2)=[CH:5][CH:4]=1.Cl.N1C=CC=CC=1>>[OH:2][C:3]1[CH:12]=[C:11]2[C:6]([C@H:7]([C:21]3[CH:26]=[CH:25][C:24]([O:27][CH2:28][CH2:29][N:30]4[CH2:31][CH2:32][CH2:33][CH2:34]4)=[CH:23][CH:22]=3)[C@H:8]([C:13]3[CH:18]=[CH:17][CH:16]=[C:15]([OH:19])[CH:14]=3)[CH2:9][O:10]2)=[CH:5][CH:4]=1 |f:1.2|. Reported procedure: Thus (±)-cis-7-methoxy-3-(3-methoxyphenyl)-4-(4-(2-pyrrolidinoethoxy)phenyl)-chromane was de-methylated by heating with pyridine hydrochloride to give the racemic mixture, (±)-cis-7-hydroxy-3-(3-hydroxyphenyl)-4-(4-(2-pyrrolidinoethoxy)-phenyl)chromane. The title compound was then separated from this racemic mixture by means of preparative chiral HPLC {Chiradex 5 μm, 250×25 mm column; flow =20 ml/min; 40% methanol, 60% buffer (0.2% aqueous triethylammonium acetate, pH 3.5) eluent, 220 nm UV dete...